Task: describe an organic reaction: reactants, conditions, products, and yield. Dataset: the Open Reaction Database (ORD), a public repository of structured organic reaction records Reactants: C1CCOC1, CCOC(C)=O, CO, COC(=O)c1cccc2oc(-c3ccc(Cl)cc3)nc12, Cl, [Li+], [OH-], O. Product: O=C(O)c1cccc2oc(-c3ccc(Cl)cc3)nc12. Reaction SMILES: [CH2:21]1[O:22][CH2:23][CH2:24][CH2:25]1.[CH3:29][CH2:30][O:31][C:32](=[O:33])[CH3:34].[CH3:36][OH:37].[Cl:1][c:2]1[cH:3][cH:4][c:5](-[c:8]2[o:9][c:10]3[c:11]([n:12]2)[c:13]([C:17](=[O:18])[O:19][CH3:20])[cH:14][cH:15][cH:16]3)[cH:6][cH:7]1.[ClH:28].[Li+:26].[OH-:27].[OH2:35]>>[Cl:1][c:2]1[cH:3][cH:4][c:5](-[c:8]2[o:9][c:10]3[c:11]([n:12]2)[c:13]([C:17](=[O:18])[OH:19])[cH:14][cH:15][cH:16]3)[cH:6][cH:7]1.